From a dataset of the Open Reaction Database (ORD), a public repository of structured organic reaction records. describe an organic reaction: reactants, conditions, products, and yield Starting materials: COC1=C(C=O)C=CC(=C1)OC (2,4-Dimethoxybenzaldehyde), FC1=CC=C(C=C1)C(C1=CC=C(C=C1)F)N1CCNCC1 (bis(4-fluorophenyl)methylpiperazine), Cl (hydrochloric acid), C(=O)O (formic acid). Solvent: C(C)O (ethanol). Yields the product Cl.Cl.COC1=C(CN2CCN(CC2)C(C2=CC=C(C=C2)F)C2=CC=C(C=C2)F)C=CC(=C1)OC (1-(2,4-dimethoxybenzyl)-4-[bis(4-fluorophenyl)methyl]piperazine dihydrochloride). Isolated yield 25.0%. Reaction SMILES: [CH3:1][O:2][C:3]1[CH:10]=[C:9]([O:11][CH3:12])[CH:8]=[CH:7][C:4]=1[CH:5]=O.[F:13][C:14]1[CH:19]=[CH:18][C:17]([CH:20]([N:28]2[CH2:33][CH2:32][NH:31][CH2:30][CH2:29]2)[C:21]2[CH:26]=[CH:25][C:24]([F:27])=[CH:23][CH:22]=2)=[CH:16][CH:15]=1.C(O)=O.[ClH:37]>C(O)C>[ClH:37].[ClH:37].[CH3:1][O:2][C:3]1[CH:10]=[C:9]([O:11][CH3:12])[CH:8]=[CH:7][C:4]=1[CH2:5][N:31]1[CH2:30][CH2:29][N:28]([CH:20]([C:21]2[CH:26]=[CH:25][C:24]([F:27])=[CH:23][CH:22]=2)[C:17]2[CH:16]=[CH:15][C:14]([F:13])=[CH:19][CH:18]=2)[CH2:33][CH2:32]1 |f:5.6.7|. Reported procedure: 2,4-Dimethoxybenzaldehyde (6.7 g; 40.3 millimoles) and 11.5 g (39.9 millimoles) of bis(4-fluorophenyl)methylpiperazine were melted in an oil bath at 100° C., and 2.0 ml (53.0 millimoles) of formic acid was added dropwise. The mixture was stirred under heat for 30 minutes, and allowed to cool to room temperature. A mixture of 8 ml of conc. hydrochloric acid and 80 ml of ethanol was added, and the precipitated crystals were collected by filtration. Recrystallization of the crystals from ethanol ga... Starting materials: C(C1=CC=CC=C1)OC1=C2CCCC(C2=CC=C1)C(=O)O (5-benzyloxy-1,2,3,4-tetrahydronaphthalene-1-carboxylic acid), C(C)(C)C1=CC=C(C=C1)NCC=1C=NC(=CC1)OCCOC ((4-isopropylphenyl)([6-(2-methoxyethoxy)pyridin-3-yl]methyl)amine). The product is C(C1=CC=CC=C1)OC1=C2CCCC(C2=CC=C1)C(=O)N(CC=1C=NC(=CC1)OCCOC)C1=CC=C(C=C1)C(C)C (5-benzyloxy-N-(4-isopropylphenyl)-N-([6-(2-methoxyethoxy)pyridin-3-yl]methyl)-1,2,3,4-tetrahydronaphthalene-1-carboxamide). Isolated yield 46.4%. Reaction SMILES: [CH2:1]([O:8][C:9]1[CH:18]=[CH:17][CH:16]=[C:15]2[C:10]=1[CH2:11][CH2:12][CH2:13][CH:14]2[C:19](O)=[O:20])[C:2]1[CH:7]=[CH:6][CH:5]=[CH:4][CH:3]=1.[CH:22]([C:25]1[CH:30]=[CH:29][C:28]([NH:31][CH2:32][C:33]2[CH:34]=[N:35][C:36]([O:39][CH2:40][CH2:41][O:42][CH3:43])=[CH:37][CH:38]=2)=[CH:27][CH:26]=1)([CH3:24])[CH3:23]>>[CH2:1]([O:8][C:9]1[CH:18]=[CH:17][CH:16]=[C:15]2[C:10]=1[CH2:11][CH2:12][CH2:13][CH:14]2[C:19]([N:31]([C:28]1[CH:27]=[CH:26][C:25]([CH:22]([CH3:24])[CH3:23])=[CH:30][CH:29]=1)[CH2:32][C:33]1[CH:34]=[N:35][C:36]([O:39][CH2:40][CH2:41][O:42][CH3:43])=[CH:37][CH:38]=1)=[O:20])[C:2]1[CH:3]=[CH:4][CH:5]=[CH:6][CH:7]=1. Procedure details: By the reaction and treatment in the same manner as in Example 12 using 5-benzyloxy-1,2,3,4-tetrahydronaphthalene-1-carboxylic acid (0.56 g) and (4-isopropylphenyl)([6-(2-methoxyethoxy)pyridin-3-yl]methyl)amine (0.60 g) as starting materials, 5-benzyloxy-N-(4-isopropylphenyl)-N-([6-(2-methoxyethoxy)pyridin-3-yl]methyl)-1,2,3,4-tetrahydronaphthalene-1-carboxamide (0.52 g) was obtained. Starting materials: CCOC(=O)c1c(OCc2ccccc2)c2n(c1C(C)=O)CCN(Cc1ccc(F)cc1)C2=O, CCO, [H][H]. The product is CCOC(=O)c1c(O)c2n(c1C(C)=O)CCN(Cc1ccc(F)cc1)C2=O. RXN SMILES: [C:1]([CH3:2])(=[O:3])[c:4]1[c:5]([C:30](=[O:31])[O:32][CH2:33][CH3:34])[c:6]([O:22][CH2:23][c:24]2[cH:25][cH:26][cH:27][cH:28][cH:29]2)[c:7]2[n:8]1[CH2:9][CH2:10][N:11]([CH2:14][c:15]1[cH:16][cH:17][c:18]([F:21])[cH:19][cH:20]1)[C:12]2=[O:13].[CH3:37][CH2:38][OH:39].[H:35][H:36]>>[C:1]([CH3:2])(=[O:3])[c:4]1[c:5]([C:30](=[O:31])[O:32][CH2:33][CH3:34])[c:6]([OH:22])[c:7]2[n:8]1[CH2:9][CH2:10][N:11]([CH2:14][c:15]1[cH:16][cH:17][c:18]([F:21])[cH:19][cH:20]1)[C:12]2=[O:13]. Starting materials: FC1=C(C=CC(=C1)F)[C@]([C@@H](C)N1C(N(CC1)C1=CC=C(C=C1)N1N=NN=C1)=O)(CN1N=CN=C1)O (1-[(1R,2R)-2-(2,4-difluorophenyl)-2-hydroxy-1-methyl-3-(1H-1,2,4-triazol-1-yl)propyl]-3-[4-(1H-tetrazol-1-yl)phenyl]-2-imidazolidinone), C(OCC)(OCI)=O (ethyl iodomethyl carbonate). Run in C(C)#N (acetonitrile). Reaction conditions: temperature 60 celsius, time 14 hour. The product is [I-].FC1=C(C=CC(=C1)F)[C@@](C[NH+]1N=CN(C1)COC(=O)OCC)([C@@H](C)N1C(N(CC1)C1=CC=C(C=C1)N1N=NN=C1)=O)O (1-[(2R,3R)-2-(2,4-difluorophenyl)-2-hydroxy-3-[2-oxo-3-[4-(1H-tetrazol-1-yl)phenyl]-1-imidazolidinyl]butyl]-4-ethoxycarbonyloxymethyl-1H-1,2,4-triazolium iodide). The yield is 56.7%. RXN SMILES: [F:1][C:2]1[CH:7]=[C:6]([F:8])[CH:5]=[CH:4][C:3]=1[C@@:9]([OH:35])([CH2:29][N:30]1[CH:34]=[N:33][CH:32]=[N:31]1)[C@H:10]([N:12]1[CH2:16][CH2:15][N:14]([C:17]2[CH:22]=[CH:21][C:20]([N:23]3[CH:27]=[N:26][N:25]=[N:24]3)=[CH:19][CH:18]=2)[C:13]1=[O:28])[CH3:11].[C:36](=[O:43])([O:40][CH2:41][I:42])[O:37][CH2:38][CH3:39]>C(#N)C>[I-:42].[F:1][C:2]1[CH:7]=[C:6]([F:8])[CH:5]=[CH:4][C:3]=1[C@:9]([OH:35])([C@H:10]([N:12]1[CH2:16][CH2:15][N:14]([C:17]2[CH:22]=[CH:21][C:20]([N:23]3[CH:27]=[N:26][N:25]=[N:24]3)=[CH:19][CH:18]=2)[C:13]1=[O:28])[CH3:11])[CH2:29][NH+:30]1[CH2:34][N:33]([CH2:41][O:40][C:36]([O:37][CH2:38][CH3:39])=[O:43])[CH:32]=[N:31]1 |f:3.4|. Procedure details: To a mixture of 1-[(1R,2R)-2-(2,4-difluorophenyl)-2-hydroxy-1-methyl-3-(1H-1,2,4-triazol-1-yl)propyl]-3-[4-(1H-tetrazol-1-yl)phenyl]-2-imidazolidinone(1.31 g) and ethyl iodomethyl carbonate (1.25 g) was added acetonitrile (20 ml) and the mixture was stirred for 14 hours at 60° C. under an argon atmosphere. The reaction mixture was concentrated under reduced pressure and the residue was submitted to silica gel flush chromatography (eluent: ethyl acetate→acetone→acetone/ethanol=4/1). The fraction ... Starting materials: C(=O)(OC(C)(C)C)N1[C@H](C(=O)OC)C[C@@H](C1)C1=CC=CC=C1 (N-BOC-4(R)-phenyl-(L)-proline, methyl ester). Reagents/catalysts: O=[Pt]=O (PtO2). The solvent is CO (MeOH). Conditions: time 8 hour. Yields the product C(=O)(OC(C)(C)C)N1[C@H](C(=O)OC)C[C@@H](C1)C1CCCCC1 (N-BOC-4(R)-cyclohexyl-(L)-proline, methyl ester). RXN SMILES: [C:1]([N:8]1[CH2:16][C@@H:15]([C:17]2[CH:22]=[CH:21][CH:20]=[CH:19][CH:18]=2)[CH2:14][C@H:9]1[C:10]([O:12][CH3:13])=[O:11])([O:3][C:4]([CH3:7])([CH3:6])[CH3:5])=[O:2]>O=[Pt]=O.CO>[C:1]([N:8]1[CH2:16][C@@H:15]([CH:17]2[CH2:22][CH2:21][CH2:20][CH2:19][CH2:18]2)[CH2:14][C@H:9]1[C:10]([O:12][CH3:13])=[O:11])([O:3][C:4]([CH3:6])([CH3:7])[CH3:5])=[O:2]. Procedure: A mixture of N-BOC-4(R)-phenyl-(L)-proline, methyl ester from Example 61, Step B (0.165 g, 0.54 mmol), PtO2 (0.1 g, 0.44 mmol) and MeOH was shaken under 50 psi of H2 overnight. The reaction was filtered through a pad of celite and concentrated in vacuo to afford N-BOC-4(R)-cyclohexyl-(L)-proline, methyl ester which was used without further purification. The reactants are CCOC(=O)CC(=O)OCC, C1CCNCC1, CC(=O)O, Cc1ccccc1, O=Cc1ccc(Cl)cc1Cl. Yields the product CCOC(=O)C(=Cc1ccc(Cl)cc1Cl)C(=O)OCC. As a reaction SMILES: [C:1]([CH2:2][C:3](=[O:4])[O:5][CH2:6][CH3:7])(=[O:8])[O:9][CH2:10][CH3:11].[CH2:22]1[CH2:23][CH2:24][NH:25][CH2:26][CH2:27]1.[CH3:28][C:29](=[O:30])[OH:31].[CH3:32][c:33]1[cH:34][cH:35][cH:36][cH:37][cH:38]1.[Cl:12][c:13]1[c:14]([CH:15]=[O:16])[cH:17][cH:18][c:19]([Cl:21])[cH:20]1>>[C:1]([C:2]([C:3](=[O:4])[O:5][CH2:6][CH3:7])=[CH:15][c:14]1[c:13]([Cl:12])[cH:20][c:19]([Cl:21])[cH:18][cH:17]1)(=[O:8])[O:9][CH2:10][CH3:11]. Reactants: C(C1=CC=CC=C1)OC=1C(=C(C(=CC1C)C)N)N (3-benzyloxy-4,6-dimethyl-1,2-phenylenediamine), (1987)]and, C(=O)O (formic acid). The product is C(C1=CC=CC=C1)OC1=C(C=C(C2=C1N=CN2)C)C (7-benzyloxy-4,6-dimethylbenzimidazole). Yield: 61.0%. As a reaction SMILES: [CH2:1]([O:8][C:9]1[C:10]([NH2:18])=[C:11]([NH2:17])[C:12]([CH3:16])=[CH:13][C:14]=1[CH3:15])[C:2]1[CH:7]=[CH:6][CH:5]=[CH:4][CH:3]=1.[CH:19](O)=O>>[CH2:1]([O:8][C:9]1[C:10]2[N:18]=[CH:19][NH:17][C:11]=2[C:12]([CH3:16])=[CH:13][C:14]=1[CH3:15])[C:2]1[CH:7]=[CH:6][CH:5]=[CH:4][CH:3]=1. Procedure details: A mixture of 2.50 g (10.3 mmols) of 3-benzyloxy-4,6-dimethyl-1,2-phenylenediamine [J. Med. Chem., 30, 2216 (1987)]and 20 ml of formic acid was heated under reflux for 30 minutes. The mixture was concentrated under reduced pressure, and then an aqueous saturated sodium bicarbonate solution was added to the residue followed by extraction of the solution with chloroform. The chloroform layer was dried over anhydrous sodium sulfate. The solvent was evaporated under reduced pressure, and the residue ... RXN SMILES: [CH2:5]([NH2:6])[CH2:7][CH2:8][CH3:9].[CH2:99]1[O:100][CH2:101][CH2:102][CH2:103]1.[Cl:1][CH:2]=[CH:3][Cl:4].[Cu:20][I:21].[O:10]([c:11]1[cH:12][cH:13][cH:14][cH:15][cH:16]1)[CH2:17][C:18]#[CH:19].[cH:22]1[cH:23][cH:24][c:25]([P:26]([Pd:27]([P:28]([c:29]2[cH:30][cH:31][cH:32][cH:33][cH:34]2)([c:35]2[cH:36][cH:37][cH:38][cH:39][cH:40]2)[c:41]2[cH:42][cH:43][cH:44][cH:45][cH:46]2)([P:47]([c:48]2[cH:49][cH:50][cH:51][cH:52][cH:53]2)([c:54]2[cH:55][cH:56][cH:57][cH:58][cH:59]2)[c:60]2[cH:61][cH:62][cH:63][cH:64][cH:65]2)[P:66]([c:67]2[cH:68][cH:69][cH:70][cH:71][cH:72]2)([c:73]2[cH:74][cH:75][cH:76][cH:77][cH:78]2)[c:79]2[cH:80][cH:81][cH:82][cH:83][cH:84]2)([c:85]2[cH:86][cH:87][cH:88][cH:89][cH:90]2)[c:91]2[cH:92][cH:93][cH:94][cH:95][cH:96]2)[cH:97][cH:98]1>>[Cl:1][CH:2]=[CH:3][C:19]#[C:18][CH2:17][O:10][c:11]1[cH:12][cH:13][cH:14][cH:15][cH:16]1. The reactants are CCCCN, C1CCOC1, ClC=CCl, [Cu]I, C#CCOc1ccccc1, c1ccc(P(c2ccccc2)(c2ccccc2)[Pd](P(c2ccccc2)(c2ccccc2)c2ccccc2)(P(c2ccccc2)(c2ccccc2)c2ccccc2)P(c2ccccc2)(c2ccccc2)c2ccccc2)cc1. Product: ClC=CC#CCOc1ccccc1. Starting materials: O=C1CCC(=O)N1Br, ClCCl, [Na+], [OH-], c1cncc(-c2ccnc3ccnn23)c1. Product: Brc1cnn2c(-c3cccnc3)ccnc12. RXN SMILES: [Br:16][N:17]1[C:18](=[O:19])[CH2:20][CH2:21][C:22]1=[O:23].[Cl:26][CH2:27][Cl:28].[Na+:25].[OH-:24].[n:1]1[cH:2][c:3](-[c:7]2[cH:8][cH:9][n:10][c:11]3[n:12]2[n:13][cH:14][cH:15]3)[cH:4][cH:5][cH:6]1>>[n:1]1[cH:2][c:3](-[c:7]2[cH:8][cH:9][n:10][c:11]3[n:12]2[n:13][cH:14][c:15]3[Br:16])[cH:4][cH:5][cH:6]1.